This data is from the Open Reaction Database (ORD), a public repository of structured organic reaction records. The task is: describe an organic reaction: reactants, conditions, products, and yield Reactants: BrC=1C(=NC=C(C1)Cl)C#N (3-bromo-5-chloro-2-cyanopyridine), NC=1C=C2[C@H]3[C@@H](N4C2=C(C1)COCC4)CCN(C3)C(=O)OC(C)(C)C (tert-butyl (7bR,11aS)6-amino-1,2,7b,10,11,11a-hexahydro-4H-[1,4]oxazepino[6,5,4-hi]pyrido[4,3-b]indole-9(8H)-carboxylate). The product is Cl.Cl.ClC=1C=C(C(=NC1)C#N)NC=1C=C2[C@H]3[C@@H](N4C2=C(C1)COCC4)CCNC3 ((7bR,11aS)-N-(5-Chloro-2-cyano-3-pyridinyl)1,2,7b,8,9,10,11,11a-octahydro-4H-[1,41 oxazepino[6,5,4-hi]pyrido[4,3-b]indole-6-amine, bis hydrochloride salt). Reaction SMILES: Br[C:2]1[C:3]([C:9]#[N:10])=[N:4][CH:5]=[C:6]([Cl:8])[CH:7]=1.[NH2:11][C:12]1[CH:13]=[C:14]2[C:18]3=[C:19]([CH2:21][O:22][CH2:23][CH2:24][N:17]3[C@H:16]3[CH2:25][CH2:26][N:27](C(OC(C)(C)C)=O)[CH2:28][C@@H:15]23)[CH:20]=1>>[ClH:8].[ClH:8].[Cl:8][C:6]1[CH:7]=[C:2]([NH:11][C:12]2[CH:13]=[C:14]3[C:18]4=[C:19]([CH2:21][O:22][CH2:23][CH2:24][N:17]4[C@H:16]4[CH2:25][CH2:26][NH:27][CH2:28][C@@H:15]34)[CH:20]=2)[C:3]([C:9]#[N:10])=[N:4][CH:5]=1 |f:2.3.4|. Procedure details: Following the procedures described in Example 176 and using 3-bromo-5-chloro-2-cyanopyridine, tert-butyl (7bR,11aS)6-amino-1,2,7b,10,11,11a-hexahydro-4H-[1,4]oxazepino[6,5,4-hi]pyrido[4,3-b]indole-9(8H)-carboxylate from Example 56, Part B was converted into the title compound of Example 177. ESI MS m/z 382.3/384.3 [C20H20CIN5O+H]+.